Dataset: the Open Reaction Database (ORD), a public repository of structured organic reaction records. Task: describe an organic reaction: reactants, conditions, products, and yield The reactants are C(C)OC1=CC=CC(=N1)N (6-ethoxypyridin-2-ylamine), C(C)(C)O (isopropanol). Product: C(C)(C)OC1=CC=CC(=N1)N (6-isopropoxypyridin-2-ylamine). As a reaction SMILES: [CH2:1]([O:3][C:4]1[N:9]=[C:8]([NH2:10])[CH:7]=[CH:6][CH:5]=1)[CH3:2].[CH:11](O)(C)C>>[CH:1]([O:3][C:4]1[N:9]=[C:8]([NH2:10])[CH:7]=[CH:6][CH:5]=1)([CH3:11])[CH3:2]. Reported procedure: This intermediate is prepared according to the procedure described for 6-ethoxypyridin-2-ylamine, replacing the ethanol with isopropanol. The expected product is obtained in the form of a colourless oil. The reactants are CC(C)CCO, Clc1ccc(Cl)nc1, Cl, Cl, [Na+], [Na+], O=C([O-])[O-], OCC1CCC2CNCCN2C1. The product is OCC1CCC2CN(c3ccc(Cl)cn3)CCN2C1. RXN SMILES: [CH2:29]([OH:30])[CH2:31][CH:32]([CH3:33])[CH3:34].[Cl:15][c:16]1[n:17][cH:18][c:19]([Cl:22])[cH:20][cH:21]1.[ClH:1].[ClH:2].[Na+:23].[Na+:24].[O-:25][C:26](=[O:27])[O-:28].[OH:3][CH2:4][CH:5]1[CH2:6][CH2:7][CH:8]2[N:9]([CH2:10][CH2:11][NH:12][CH2:13]2)[CH2:14]1>>[OH:3][CH2:4][CH:5]1[CH2:6][CH2:7][CH:8]2[N:9]([CH2:10][CH2:11][N:12]([c:16]3[n:17][cH:18][c:19]([Cl:22])[cH:20][cH:21]3)[CH2:13]2)[CH2:14]1. The reactants are ClC=1C=C2C(=C(C(C3(C2=CC1)CCC3)=O)C(=O)NCC(=O)OC(C)(C)C)O (1,1-Dimethylethyl N-((6′-chloro-4′-hydroxy-2′-oxo-spiro[cyclobutane-1,1′-naphthalen]-3′-yl)carbonyl)glycinate), C(=O)(C(F)(F)F)O (TFA). The solvent is O (Water). Product: ClC=1C=C2C(=C(C(C3(C2=CC1)CCC3)=O)C(=O)NCC(=O)O)O (N-((6′-Chloro-4′-hydroxy-2′-oxo-spiro[cyclobutane-1,1′-naphthalen]-3′-yl)carbonyl)glycine). The yield is 67.3%. Reaction SMILES: [Cl:1][C:2]1[CH:3]=[C:4]2[C:9](=[CH:10][CH:11]=1)[C:8]1([CH2:14][CH2:13][CH2:12]1)[C:7](=[O:15])[C:6]([C:16]([NH:18][CH2:19][C:20]([O:22]C(C)(C)C)=[O:21])=[O:17])=[C:5]2[OH:27].C(O)(C(F)(F)F)=O>O>[Cl:1][C:2]1[CH:3]=[C:4]2[C:9](=[CH:10][CH:11]=1)[C:8]1([CH2:12][CH2:13][CH2:14]1)[C:7](=[O:15])[C:6]([C:16]([NH:18][CH2:19][C:20]([OH:22])=[O:21])=[O:17])=[C:5]2[OH:27]. Reported procedure: 1,1-Dimethylethyl N-((6′-chloro-4′-hydroxy-2′-oxo-spiro[cyclobutane-1,1′-naphthalen]-3′-yl)carbonyl)glycinate (151 mg, 385 μmol) was stirred in TFA (1 mL, 13462 μmol) for 20 minutes. Water was added. The resulting precipitate was filtered and washed with water to give the desired product as a white solid (87 mg). MS (m/e)=336.1 (M+H)+. Calculated for C16H15ClO4 335.06. Reactants: Cc1ccc(-c2cc(C(=O)OC(C)(C)C)cc(C(O)C(F)(F)F)c2)cc1, ClCCl, O=C(O)C(F)(F)F. The product is Cc1ccc(-c2cc(C(=O)O)cc(C(O)C(F)(F)F)c2)cc1. RXN SMILES: [CH3:1][c:2]1[cH:3][cH:4][c:5](-[c:8]2[cH:9][c:10]([C:20](=[O:21])[O:22][C:23]([CH3:24])([CH3:25])[CH3:26])[cH:11][c:12]([CH:14]([C:15]([F:16])([F:17])[F:18])[OH:19])[cH:13]2)[cH:6][cH:7]1.[Cl:34][CH2:35][Cl:36].[OH:27][C:28]([C:29]([F:30])([F:31])[F:32])=[O:33]>>[CH3:1][c:2]1[cH:3][cH:4][c:5](-[c:8]2[cH:9][c:10]([C:20](=[O:21])[OH:22])[cH:11][c:12]([CH:14]([C:15]([F:16])([F:17])[F:18])[OH:19])[cH:13]2)[cH:6][cH:7]1. The reactants are Hydrochloride salt, Cl.O=C(CC(CC1=C(C=C(C(=C1)F)F)F)NC(=O)C1N(CCC1)C(C(C(C)C)N)=O)N1CC=2N(CC1)C(=NN2)C(F)(F)F (1-(2-Amino-3-methyl-butyryl)-pyrrolidine-2-carboxylic acid [3-oxo-1-(2,4,5-trifluoro-benzyl)-3-(3-trifluoromethyl-5,6-dihydro-8H-[1,2,4]triazolo[4,3-a]pyrazin-7-yl)-propyl]-amide Hydrochloride), Cl.O=C(CC(CC1=C(C=C(C(=C1)F)F)F)NC(=O)C1N(CCC1)C(C(C(C)C)N)=O)N1CC=2N(CC1)C(=NN2)C(F)(F)F (1-(2-Amino-3-methyl-butyryl)-pyrrolidine-2-carboxylic acid [3-oxo-1-(2,4,5-trifluoro-benzyl)-3-(3-trifluoromethyl-5,6-dihydro-8H-[1,2,4]triazolo[4,3-a]pyrazin-7-yl)-propyl]-amide Hydrochloride), C([O-])(O)=O.[Na+] (sodium bicarbonate). Solvent: O (water). Product: O=C(CC(CC1=C(C=C(C(=C1)F)F)F)NC(=O)C1N(CCC1)C(C(C(C)C)N)=O)N1CC=2N(CC1)C(=NN2)C(F)(F)F (1-(2-Amino-3-methyl-butyryl)-pyrrolidine-2-carboxylic acid [3-oxo-1-(2,4,5-trifluoro-benzyl)-3-(3-trifluoromethyl-5,6-dihydro-8H-[1,2,4]triazolo[4,3-a]pyrazin-7-yl)-propyl]-amide). Reaction SMILES: Cl.[O:2]=[C:3]([N:31]1[CH2:36][CH2:35][N:34]2[C:37]([C:40]([F:43])([F:42])[F:41])=[N:38][N:39]=[C:33]2[CH2:32]1)[CH2:4][CH:5]([NH:16][C:17]([CH:19]1[CH2:23][CH2:22][CH2:21][N:20]1[C:24](=[O:30])[CH:25]([NH2:29])[CH:26]([CH3:28])[CH3:27])=[O:18])[CH2:6][C:7]1[CH:12]=[C:11]([F:13])[C:10]([F:14])=[CH:9][C:8]=1[F:15].C(=O)(O)[O-].[Na+]>O>[O:2]=[C:3]([N:31]1[CH2:36][CH2:35][N:34]2[C:37]([C:40]([F:41])([F:43])[F:42])=[N:38][N:39]=[C:33]2[CH2:32]1)[CH2:4][CH:5]([NH:16][C:17]([CH:19]1[CH2:23][CH2:22][CH2:21][N:20]1[C:24](=[O:30])[CH:25]([NH2:29])[CH:26]([CH3:28])[CH3:27])=[O:18])[CH2:6][C:7]1[CH:12]=[C:11]([F:13])[C:10]([F:14])=[CH:9][C:8]=1[F:15] |f:0.1,2.3|. Reported procedure: 1-(2-Amino-3-methyl-butyryl)-pyrrolidine-2-carboxylic acid [3-oxo-1-(2,4,5-trifluoro-benzyl)-3-(3-trifluoromethyl-5,6-dihydro-8H-[1,2,4]triazolo[4,3-a]pyrazin-7-yl)-propyl]-amide Hydrochloride (Compound of formula 9) (520 mg, 0.8 mmole) was dissolve in water 95 ml). Then saturated sodium bicarbonate solution (6 ml) was added to this solution till pH become basic (pH˜10) for breaking of Hydrochloride salt. Then compound was extracted with EtoAC (3×75 ml). Organic extracts was dried over Na2SO4 an... The reactants are C(C)(=O)[C@]1(CCC=2C(=C3C(C=4C=CC=CC4C(C3=C(C2C1)O)=O)=O)O)O (9(R)-acetyl-6,9,11-trihydroxy-5,7,8,9,10,12-hexahydronaphthacene-5,12-dione), pyrrolidone hydrotribromide. Solvent: O1CCCC1 (tetrahydrofuran). Yields the product BrCC(=O)[C@]1(CCC=2C(=C3C(C=4C=CC=CC4C(C3=C(C2C1)O)=O)=O)O)O (9(R)-bromoacetyl-6,9,11-trihydroxy-5,7,8,9,10,12-hexahydronaphthacene-5,12-dione). Reaction SMILES: [C:1]([C@:4]1([OH:26])[CH2:21][C:20]2[C:19]([OH:22])=[C:18]3[C:9]([C:10](=[O:24])[C:11]4[CH:12]=[CH:13][CH:14]=[CH:15][C:16]=4[C:17]3=[O:23])=[C:8]([OH:25])[C:7]=2[CH2:6][CH2:5]1)(=[O:3])[CH3:2].C1CNC(=O)C1.[Br:33][Br-]Br>O1CCCC1>[Br:33][CH2:2][C:1]([C@:4]1([OH:26])[CH2:21][C:20]2[C:19]([OH:22])=[C:18]3[C:9]([C:10](=[O:24])[C:11]4[CH:12]=[CH:13][CH:14]=[CH:15][C:16]=4[C:17]3=[O:23])=[C:8]([OH:25])[C:7]=2[CH2:6][CH2:5]1)=[O:3] |f:1.2|. Procedure details: Reaction of 9(R)-acetyl-6,9,11-trihydroxy-5,7,8,9,10,12-hexahydronaphthacene-5,12-dione ([α]D20 =-87° (c=0.1, CHCl3)) (11.5 g) with pyrrolidone hydrotribromide (18.19 g) was effected in tetrahydrofuran (1380 mg) at room temperature for 40 hours. After removing insoluble matters by filtration, the solvent was distilled off under reduced pressure to give 9(R)-bromoacetyl-6,9,11-trihydroxy-5,7,8,9,10,12-hexahydronaphthacene-5,12-dione, which was used in the next step without purification. Reactants: COC(=O)CBr, O=C([O-])[O-], CN(C)C=O, COC(=O)Nc1cc(Oc2ccccc2O)c(Cl)cc1F, [K+], [K+], O. The product is COC(=O)COc1ccccc1Oc1cc(NC(=O)OC)c(F)cc1Cl. As a reaction SMILES: [Br:28][CH2:29][C:30](=[O:31])[O:32][CH3:33].[C:22](=[O:23])([O-:24])[O-:25].[CH3:35][N:36]([CH3:37])[CH:38]=[O:39].[Cl:1][c:2]1[c:3]([O:4][c:5]2[c:6]([OH:11])[cH:7][cH:8][cH:9][cH:10]2)[cH:12][c:13]([NH:17][C:18](=[O:19])[O:20][CH3:21])[c:14]([F:16])[cH:15]1.[K+:26].[K+:27].[OH2:34]>>[Cl:1][c:2]1[c:3]([O:4][c:5]2[c:6]([O:11][CH2:29][C:30](=[O:31])[O:32][CH3:33])[cH:7][cH:8][cH:9][cH:10]2)[cH:12][c:13]([NH:17][C:18](=[O:19])[O:20][CH3:21])[c:14]([F:16])[cH:15]1. Reactants: NC1=C(C=C(C(=C1)OC)OCCOC)C(=O)C1=C(C=CC=C1)Cl ((2-amino-4-methoxy-5-(2-methoxyethoxy)phenyl)-(2-chlorophenyl)-methanone), [H-].C(C(C)C)[Al+]CC(C)C (diisobutylaluminum hydride), NC=1C(=NN(C1Cl)CC=C)C (4-amino-5-chloro-3-methyl-1-(2-propenyl)-1H-pyrazole), ClC1=C(C=CC=C1)C1=NC=2C(=NC3=C1C=C(C(=C3)OC)OCCOC)N(NC2C)CC=C (5-(2-chlorophenyl)-1,2-dihydro-8-methoxy-7-methoxyethoxy-3-methyl-1-(2-propenyl)-pyrazolo[3,4-b][1,4]benzodiazepine). Yields the product ClC1=C(C=CC=C1)C1=NC=2C(=NC3=C1C=C(C(=C3)OC)OCCOC)NNC2C (5-(2-chlorophenyl)-1,2-dihydro-8-methoxy-7-methoxyethoxy-3-methyl-pyrazolo[3,4-b][1,4]benzodiazepine). Reaction SMILES: NC1C=C(OC)C(OCCOC)=CC=1C(C1C=CC=CC=1Cl)=O.NC1C(C)=NN(CC=C)C=1Cl.[Cl:35][C:36]1[CH:41]=[CH:40][CH:39]=[CH:38][C:37]=1[C:42]1[C:48]2[CH:49]=[C:50]([O:55][CH2:56][CH2:57][O:58][CH3:59])[C:51]([O:53][CH3:54])=[CH:52][C:47]=2[N:46]=[C:45]2[N:60](CC=C)[NH:61][C:62]([CH3:63])=[C:44]2[N:43]=1.[H-].C([Al+]CC(C)C)C(C)C>>[Cl:35][C:36]1[CH:41]=[CH:40][CH:39]=[CH:38][C:37]=1[C:42]1[C:48]2[CH:49]=[C:50]([O:55][CH2:56][CH2:57][O:58][CH3:59])[C:51]([O:53][CH3:54])=[CH:52][C:47]=2[N:46]=[C:45]2[NH:60][NH:61][C:62]([CH3:63])=[C:44]2[N:43]=1 |f:3.4|. Procedure details: 5-(2-chlorophenyl)-1,2-dihydro-8-methoxy-7-methoxyethoxy-3-methyl-pyrazolo[3,4-b][1,4]benzodiazepine (IVkk) was prepared by reacting 0.0014 moles of (2-amino-4-methoxy-5-(2-methoxyethoxy)phenyl)-(2-chlorophenyl)-methanone (Xkk) with 4-amino-5-chloro-3-methyl-1-(2-propenyl)-1H-pyrazole (XIII), and subsequent dealkylation of the intermediate, 5-(2-chlorophenyl)-1,2-dihydro-8-methoxy-7-methoxyethoxy-3-methyl-1-(2-propenyl)-pyrazolo[3,4-b][1,4]benzodiazepine (XIVkk) with diisobutylaluminum hydride i... Starting materials: [BH4-], COC(=O)c1cccc(OC(C)C2CC2)c1, [Li+], C1CCOC1. Yields the product CC(Oc1cccc(CO)c1)C1CC1. Reaction SMILES: [BH4-:17].[CH:1]1([CH:4]([CH3:5])[O:6][c:7]2[cH:8][c:9]([C:10](=[O:11])[O:12][CH3:13])[cH:14][cH:15][cH:16]2)[CH2:2][CH2:3]1.[Li+:18].[O:19]1[CH2:20][CH2:21][CH2:22][CH2:23]1>>[CH:1]1([CH:4]([CH3:5])[O:6][c:7]2[cH:8][c:9]([CH2:10][OH:11])[cH:14][cH:15][cH:16]2)[CH2:2][CH2:3]1. Starting materials: C1CCNCC1, CCO, O=Cc1cnn2c(NC3CC3)cc(Nc3cccc(Cl)c3)nc12, O=C1CNC(=O)N1. Yields the product O=C1NC(=O)C(=Cc2cnn3c(NC4CC4)cc(Nc4cccc(Cl)c4)nc23)N1. RXN SMILES: [CH2:31]1[CH2:32][CH2:33][NH:34][CH2:35][CH2:36]1.[CH3:37][CH2:38][OH:39].[Cl:1][c:2]1[cH:3][c:4]([NH:8][c:9]2[n:10][c:11]3[n:12]([c:13]([NH:15][CH:16]4[CH2:17][CH2:18]4)[cH:14]2)[n:19][cH:20][c:21]3[CH:22]=[O:23])[cH:5][cH:6][cH:7]1.[O:24]=[C:25]1[CH2:26][NH:27][C:28](=[O:29])[NH:30]1>>[Cl:1][c:2]1[cH:3][c:4]([NH:8][c:9]2[n:10][c:11]3[n:12]([c:13]([NH:15][CH:16]4[CH2:17][CH2:18]4)[cH:14]2)[n:19][cH:20][c:21]3[CH:22]=[C:26]2[C:25](=[O:24])[NH:30][C:28](=[O:29])[NH:27]2)[cH:5][cH:6][cH:7]1.